This data is from the Open Reaction Database (ORD), a public repository of structured organic reaction records. The task is: describe an organic reaction: reactants, conditions, products, and yield Starting materials: COC(C1=C(C=C(C=C1)OC)NC(C)=O)=O (2-acetylamino-4-methoxybenzoic acid methyl ester), BrC1=CC(=CC(=C1)Cl)Cl (1-bromo-3,5-dichlorobenzene), C([O-])(O)=O.[Na+] (sodium bicarbonate), C1(=CC(=CC(=C1)C)C)C (mesitylene), C(C)(=O)OCC (ethyl acetate). Reagents/catalysts: [Cu](I)I (copper iodide). Reaction conditions: time 7 day. The product is COC(C1=CC(=C(C=C1)OC)N(C1=CC(=CC(=C1)Cl)Cl)C(C)=O)=O (3-[Acetyl-(3,5-dichlorophenyl)-amino]-4-methoxybenzoic acid methyl ester). RXN SMILES: COC(=O)[C:4]1[CH:9]=[CH:8]C(OC)=[CH:6][C:5]=1[NH:12][C:13](=[O:15])[CH3:14].Br[C:18]1[CH:23]=[C:22]([Cl:24])[CH:21]=[C:20]([Cl:25])[CH:19]=1.[C:26](=O)(O)[O-:27].[Na+].C1(C)C=C(C)C=C(C)C=1.[C:40]([O:43][CH2:44]C)(=[O:42])[CH3:41]>[Cu](I)I>[CH3:44][O:43][C:40](=[O:42])[C:41]1[CH:8]=[CH:9][C:4]([O:27][CH3:26])=[C:5]([N:12]([C:13](=[O:15])[CH3:14])[C:18]2[CH:23]=[C:22]([Cl:24])[CH:21]=[C:20]([Cl:25])[CH:19]=2)[CH:6]=1 |f:2.3|. Reported procedure: A mixture of 2-acetylamino-4-methoxybenzoic acid methyl ester (9.58 g, 42.92 mmol), 1-bromo-3,5-dichlorobenzene (28.80 g, 127.48 mmol), copper iodide (2.32 g, 12.18 mmol), and sodium bicarbonate (8.72 g, 103.80 mmol) in of mesitylene (60 mL) was heated to reflux. After 7 days, the mixture was allowed to cool and was diluted with ethyl acetate (300 mL). The resulting solid was removed by filtration and washed with ethyl acetate. The filtrate was concentrated in vacuo and the residue was chromatog... Reactants: BrC1=NN(C=2C(N(CCC21)C2=CC=C(C=C2)N2C(C=CC=C2)=O)=O)C2=CC=C(C=C2)OC (3-bromo-1-(4-methoxy-phenyl)-6-[4-(2-oxo-2H -pyridin-1-yl)-phenyl]-1,4,5,6-tetrahydro-pyrazolo[3,4-c]pyridin-7-one), 1-(ethoxyvinyl)tributyltin, [Li+].[Cl-] (LiCl), C1CCOC1 (THF), Tetrakistriphenylphosphine Palladium(0), Cl (HCl), C26H23N4O4. Yields the product C(C)(=O)C1=NN(C=2C(N(CCC21)C2=CC=C(C=C2)N2C(C=CC=C2)=O)=O)C2=CC=C(C=C2)OC (3-Acetyl-1-(4-methoxy-phenyl)-6-[4-(2-oxo-2H -pyridin-1-yl)-phenyl]-1,4,5,6-tetrahydro-pyrazolo[3,4-c]pyridin-7-one). Reaction SMILES: Br[C:2]1[C:10]2[CH2:9][CH2:8][N:7]([C:11]3[CH:16]=[CH:15][C:14]([N:17]4[CH:22]=[CH:21][CH:20]=[CH:19][C:18]4=[O:23])=[CH:13][CH:12]=3)[C:6](=[O:24])[C:5]=2[N:4]([C:25]2[CH:30]=[CH:29][C:28]([O:31][CH3:32])=[CH:27][CH:26]=2)[N:3]=1.[Li+].[Cl-].Cl.C1C[O:39][CH2:38][CH2:37]1>>[C:38]([C:2]1[C:10]2[CH2:9][CH2:8][N:7]([C:11]3[CH:16]=[CH:15][C:14]([N:17]4[CH:22]=[CH:21][CH:20]=[CH:19][C:18]4=[O:23])=[CH:13][CH:12]=3)[C:6](=[O:24])[C:5]=2[N:4]([C:25]2[CH:30]=[CH:29][C:28]([O:31][CH3:32])=[CH:27][CH:26]=2)[N:3]=1)(=[O:39])[CH3:37] |f:1.2|. Procedure: To 3-bromo-1-(4-methoxy-phenyl)-6-[4-(2-oxo-2H -pyridin-1-yl)-phenyl]-1,4,5,6-tetrahydro-pyrazolo[3,4-c]pyridin-7-one (0.11 g, 0.22 mmol) was added THF (25 mL), 1-(ethoxyvinyl)tributyltin (0.078 mL, 0.23 mmol), and LiCl (27 mg, 0.65 mmol) and the mixture was degassed with N2 for 15 min. Tetrakistriphenylphosphine Palladium(0) (12 mg, 0.01 mmol) was added and the reaction was heated to reflux 24 h. The reaction was cooled to rt and treated with 1N HCl for 24 h. After extraction with EtOAc and dry... The reactants are CuBr, N(=O)[O-].[Na+] (NaNO2), C(C)C1=CC=C(C(=C1N)C)[N+](=O)[O-] (6-ethyl-2-methyl-3-nitro-phenylamine), BrC1=C(C=CC(=C1C)[N+](=O)[O-])CC (2-bromo-1-ethyl-3-methyl-4-nitro-benzene). Solvent: Br (HBr), O (water), O (water), Br (HBr). Reaction conditions: temperature 90 celsius, time 15 minute. Yields the product BrC1=C(C=CC(=C1CC)[N+](=O)[O-])C (2-bromo-3-ethyl-1-methyl-4-nitro-benzene). The yield is 95.0%. As a reaction SMILES: [N:1]([O-:3])=[O:2].[Na+].C(C1C(N)=C(C)C([N+]([O-])=O)=CC=1)C.[Br:18][C:19]1[C:24]([CH3:25])=[C:23]([N+]([O-])=O)[CH:22]=[CH:21][C:20]=1[CH2:29][CH3:30]>O.Br>[Br:18][C:19]1[C:20]([CH2:29][CH3:30])=[C:21]([N+:1]([O-:3])=[O:2])[CH:22]=[CH:23][C:24]=1[CH3:25] |f:0.1|. Reported procedure: NaNO2 (7.7 g, 110 mmol) in 15 mL of water was added slowly to a stirred solution of the products of Step 1 (19 g, 106 mmol) in 48% aqueous HBr (35 mL) at 0° C. CuBr (1.4 g, 10 mmol) in 48% aqueous HBr (10 mL) was added dropwise. After stirring for 15 mins, the mixture was heated at 90° C. for 2 hrs. After cooling, the mixture was diluted with water and extracted 5 times with EtOAc. The combined organic phases were concentrated and purified by silica gel column chromatography (PE/EtOAc=50:1) to y... Product: CC1(CCC2(OCCO2)CC1)O (8-methyl-1,4-dioxaspiro[4.5]decan-8-ol). Reaction SMILES: [O:1]1[C:5]2([CH2:10][CH2:9][C:8](=[O:11])[CH2:7][CH2:6]2)[O:4][CH2:3][CH2:2]1.[CH3:12][Li]>C1COCC1>[CH3:12][C:8]1([OH:11])[CH2:7][CH2:6][C:5]2([O:4][CH2:3][CH2:2][O:1]2)[CH2:10][CH2:9]1. Conditions: temperature -55 celsius, time 4 hour. Procedure: To a cooled solution of 1,4-dioxaspiro[4.5]decan-8-one (7.8 g, 50.0 mmol) in dry THF (75 mL) was added methyllithium solution (1.5 M in ether, 43.3 mL, 65.0 mmol) at −78° C. under argon while keeping inner temperature below −55° C. After addition, the mixture was stirred at −55° C. for additional 4 hours. The reaction was warmed to room temperature and then quenched by saturated NH4Cl solution. The separated organic layer was concentrated in vacuo and the residue was purified by column chromatog... Run in C1CCOC1 (THF). The yield is 79.0%. The reactants are O1CCOC12CCC(CC2)=O (1,4-dioxaspiro[4.5]decan-8-one), C[Li] (methyllithium). Starting materials: [H-].[Na+] (sodium hydride), oil, ClC1=C(C=CC=C1)F (o-chlorofluorobenzene), CN([C@H]1C[C@H](C2=C(CC1)C=CC=C2)O)C (cis 7-dimethylamino-6,7,8,9-tetrahydro-5H-benzocyclohepten-5-ol). Run in CS(=O)C (dimethylsulfoxide). Run at temperature 60 celsius, time 30 minute. Yields the product CN([C@H]1C[C@H](C2=C(CC1)C=CC=C2)OC2=C(C=CC=C2)Cl)C (cis N,N-dimethyl-5-[2-chlorophenoxy]-6,7,8,9-tetrahydro-5H-benzocyclohepten-7-amine). Reaction SMILES: [H-].[Na+].[CH3:3][N:4]([CH3:17])[C@@H:5]1[CH2:11][CH2:10][C:9]2[CH:12]=[CH:13][CH:14]=[CH:15][C:8]=2[C@H:7]([OH:16])[CH2:6]1.[Cl:18][C:19]1[CH:24]=[CH:23][CH:22]=[CH:21][C:20]=1F>CS(C)=O>[CH3:3][N:4]([CH3:17])[C@@H:5]1[CH2:11][CH2:10][C:9]2[CH:12]=[CH:13][CH:14]=[CH:15][C:8]=2[C@H:7]([O:16][C:20]2[CH:21]=[CH:22][CH:23]=[CH:24][C:19]=2[Cl:18])[CH2:6]1 |f:0.1|. Reported procedure: 0.6 ml of dimethylsulfoxide were added to 65 mg of sodium hydride in the form of a 50% oil dispersion and the mixture was held at 25° C. for 30 minutes and was then heated to 60° C. and then cooled to 25° C. 205 mg of cis 7-dimethylamino-6,7,8,9-tetrahydro-5H-benzocyclohepten-5-ol were added thereto and after standing at room temperature for 15 minutes, 0.15 ml of o-chlorofluorobenzene was added thereto. The mixture was heated at 80° C. for 30 minutes and then was cooled to 20° C. and extracted ... Reactants: C(=O)C=1C=C(C(=O)OC)C=CC1 (methyl 3-formylbenzoate), C(CCC)[Li] (Butyl lithium), [Cl-].N1=C(C=CC2=CC=CC=C12)C[PH3+] (quinolin-2-ylmethylphosphonium chloride). The solvent is O1CCCC1 (tetrahydrofuran), O (water), CCCCCC (hexane), O1CCCC1 (tetrahydrofuran). Conditions: temperature -75 celsius, time 1 hour. The product is N1=C(C=CC2=CC=CC=C12)/C=C/C=1C=C(C(=O)OC)C=CC1 (Methyl 3-[2(E)-(Quinolin-2-yl)ethenyl]benzoate). Reaction SMILES: C([Li])CCC.[Cl-].[N:7]1[C:16]2[C:11](=[CH:12][CH:13]=[CH:14][CH:15]=2)[CH:10]=[CH:9][C:8]=1[CH2:17][PH3+].[CH:19]([C:21]1[CH:22]=[C:23]([CH:28]=[CH:29][CH:30]=1)[C:24]([O:26][CH3:27])=[O:25])=O>CCCCCC.O1CCCC1.O>[N:7]1[C:16]2[C:11](=[CH:12][CH:13]=[CH:14][CH:15]=2)[CH:10]=[CH:9][C:8]=1/[CH:17]=[CH:19]/[C:21]1[CH:22]=[C:23]([CH:28]=[CH:29][CH:30]=1)[C:24]([O:26][CH3:27])=[O:25] |f:1.2|. Procedure: 2.5M Butyl lithium in hexane (8.8 ml) is added over 5 minutes to a stirred solution of quinolin-2-ylmethylphosphonium chloride (9.66 g, 22 mmol) in dry tetrahydrofuran (250 ml) at -75° C. The mixture is stirred for 1 hour at -75° C. then a solution of methyl 3-formylbenzoate (3.28 g, 20 mmol) in tetrahydrofuran (25 ml) is added dropwise over 10 minutes. After stirring for a further 30 minutes at -75° C., the mixture is warmed to room temperature, diluted with water and extracted with ethyl aceta... Reactants: C(C)(=O)N(C1=CC=C(C=C1)[N+](=O)[O-])CC (N-acetyl-N-ethyl-4-nitroaniline). RXN SMILES: [C:1]([N:4]([CH2:14][CH3:15])[C:5]1[CH:10]=[CH:9][C:8]([N+:11]([O-])=O)=[CH:7][CH:6]=1)(=[O:3])[CH3:2]>C1COCC1.[Pd]>[C:1]([N:4]([CH2:14][CH3:15])[C:5]1[CH:10]=[CH:9][C:8]([NH2:11])=[CH:7][CH:6]=1)(=[O:3])[CH3:2]. Procedure: N-acetyl-N-ethyl-4-nitroaniline (9a) (1.8 g, 8.64 mmol) is hydrogenated in THF (30 ml), over 10%Pd on carbon (100 mg) for 1.5 hours. The catalyst is removed by filtration and the solvent removed evaporation. The product crystalises on standing in hexane, and following filtration, is dried under vacuum; ES+ (M+1) 178.88. Run in C1CCOC1 (THF). Reagents/catalysts: [Pd] (Pd on carbon). Product: C(C)(=O)N(C1=CC=C(C=C1)N)CC (N-acetyl-N-ethyl-4-aminoaniline). RXN SMILES: [CH3:32][CH2:33][O:34][C:35](=[O:36])[CH3:37].[CH3:4][S:5]([O:6][CH2:9][CH2:10][CH:11]([c:12]1[cH:13][nH:14][c:15]2[c:16]([CH2:22][S:23][CH3:24])[c:17]([F:21])[cH:18][cH:19][c:20]12)[c:25]1[cH:26][cH:27][c:28]([Cl:31])[cH:29][cH:30]1)(=[O:7])=[O:8].[K:1][C:2]#[N:3].[O:38]=[CH:39][N:40]([CH3:41])[CH3:42]>>[C:2](#[N:3])[CH2:9][CH2:10][CH:11]([c:12]1[cH:13][nH:14][c:15]2[c:16]([CH2:22][S:23][CH3:24])[c:17]([F:21])[cH:18][cH:19][c:20]12)[c:25]1[cH:26][cH:27][c:28]([Cl:31])[cH:29][cH:30]1. Product: CSCc1c(F)ccc2c(C(CCC#N)c3ccc(Cl)cc3)c[nH]c12. The reactants are CCOC(C)=O, CSCc1c(F)ccc2c(C(CCOS(C)(=O)=O)c3ccc(Cl)cc3)c[nH]c12, N#C[K], CN(C)C=O. Reactants: NC=1C(=NC(=CC1NC(OC(C)(C)C)=O)Cl)Cl (tert-butyl 3-amino-2,6-dichloropyridin-4-ylcarbamate), C(=O)([O-])[O-].[Cs+].[Cs+] (Cs2CO3), CI (methyl iodide), C1(CCCCC1)P(C1=C(C=CC=C1)C1=C(C=C(C=C1C(C)C)C(C)C)C(C)C)C1CCCCC1 (2-Dicyclohexylphosphino-2′,4′,6′-triisopropylbiphenyl). The reagents and catalysts are C(C)(=O)[O-].[Pd+2].C(C)(=O)[O-] (Palladium (II) acetate). Run in C1(=CC=CC=C1)C (toluene), C(C)#N (acetonitrile). Reaction conditions: temperature 120 celsius. Product: ClC1=NC(=CC(=C1NC)NC(OC(C)(C)C)=O)Cl (tert-butyl 2,6-dichloro-3-(methylamino)pyridin-4-ylcarbamate). RXN SMILES: [CH:1]1(P(C2CCCCC2)C2C=CC=CC=2C2C(C(C)C)=CC(C(C)C)=CC=2C(C)C)CCCCC1.[NH2:35][C:36]1[C:37]([Cl:51])=[N:38][C:39]([Cl:50])=[CH:40][C:41]=1[NH:42][C:43](=[O:49])[O:44][C:45]([CH3:48])([CH3:47])[CH3:46].C([O-])([O-])=O.[Cs+].[Cs+].CI>C1(C)C=CC=CC=1.C(#N)C.C([O-])(=O)C.[Pd+2].C([O-])(=O)C>[Cl:51][C:37]1[C:36]([NH:35][CH3:1])=[C:41]([NH:42][C:43](=[O:49])[O:44][C:45]([CH3:46])([CH3:47])[CH3:48])[CH:40]=[C:39]([Cl:50])[N:38]=1 |f:2.3.4,8.9.10|. Procedure details: Palladium (II) acetate (0.21 g, 0.31 mmol) and 2-Dicyclohexylphosphino-2′,4′,6′-triisopropylbiphenyl (X-phos) (0.36 g, 0.75 mmol) were combined in toluene and heated at 120° C. for 3 min in microwave reactor. To this mixture tert-butyl 3-amino-2,6-dichloropyridin-4-ylcarbamate 2.43 (0.87 g, 3.12 mmol), Cs2CO3 (3.06 g, 9.38 mmol) and methyl iodide (0.196 mL, 3.12 mmol) were added and heated at 90° C. for 2 hr in a microwave reactor. After completion of the reaction, solvent was removed under redu...